Dataset: the Open Reaction Database (ORD), a public repository of structured organic reaction records. Task: describe an organic reaction: reactants, conditions, products, and yield The reactants are FC(C1=CC=C(C=C1)C1=CC=C(C=N1)C=O)(F)F (6-(4-trifluoromethyl-phenyl)-pyridine-3-carbaldehyde), CC[Mg+].[Br-] (EtMgBr). Run in C1CCOC1 (THF). Run at time 2 hour. Product: FC(C1=CC=C(C=C1)C1=CC=C(C=N1)C(CC)O)(F)F (1-[6-(4-trifluoromethyl-phenyl)-pyridin-3-yl]-propan-1-ol), FC(C1=CC=C(C=C1)C1=CC=C(C=N1)CO)(F)F ([6-(4-trifluoromethyl-phenyl)-pyridin-3-yl]-methanol). As a reaction SMILES: [F:1][C:2]([F:18])([F:17])[C:3]1[CH:8]=[CH:7][C:6]([C:9]2[N:14]=[CH:13][C:12]([CH:15]=[O:16])=[CH:11][CH:10]=2)=[CH:5][CH:4]=1.[CH3:19][CH2:20][Mg+].[Br-]>C1COCC1>[F:18][C:2]([F:17])([F:1])[C:3]1[CH:4]=[CH:5][C:6]([C:9]2[N:14]=[CH:13][C:12]([CH:15]([OH:16])[CH2:19][CH3:20])=[CH:11][CH:10]=2)=[CH:7][CH:8]=1.[F:17][C:2]([F:1])([F:18])[C:3]1[CH:4]=[CH:5][C:6]([C:9]2[N:14]=[CH:13][C:12]([CH2:15][OH:16])=[CH:11][CH:10]=2)=[CH:7][CH:8]=1 |f:1.2|. Procedure: To a solution of 6-(4-trifluoromethyl-phenyl)-pyridine-3-carbaldehyde (2.1 g, 8.3 mmol) in THF (20 mL) is added EtMgBr (3.0 M in Et2O, 3.2 mL, 9.6 mmol) at 0˜5° C., stirred for 2 hrs, quenched by NH4Cl aq., extracted with ethyl acetate, dried and concentrated giving 1-[6-(4-trifluoromethyl-phenyl)-pyridin-3-yl]-propan-1-ol (1.8 g) and [6-(4-trifluoromethyl-phenyl)-pyridin-3-yl]-methanol (0.29 g). The reactants are [O-]C1=CC=CC=C1 (phenoxide), C(C)(=O)Cl (acetyl chloride). The solvent is CCOCC (ether), CCOCC (ether). Conditions: time 1 hour. Product: C(C)(=O)OC1=CC=CC=C1 (phenyl acetate). RXN SMILES: [O-:1][C:2]1[CH:7]=[CH:6][CH:5]=[CH:4][CH:3]=1.[C:8](Cl)(=[O:10])[CH3:9]>CCOCC>[C:8]([O:1][C:2]1[CH:7]=[CH:6][CH:5]=[CH:4][CH:3]=1)(=[O:10])[CH3:9]. Procedure details: A vigorously stirred suspension of thallous phenoxide (5 g., 0.017 m.) in anhydrous ether (15 ml.) is treated dropwise with freshly distilled acetyl chloride (1.33 g., 0.017 m.) in anhydrous ether (3 ml.) over 5 mins. at such a rate that the exothermic reaction is controlled. The mixture is then stirred for 1 hour at room temperature, the precipitated thallous chloride removed by filtration through Celite and the solvent evaporated under vacuum. The residual colorless oil is distilled to give ph... The reactants are C(C)(C)C=1N(C=CN1)COCCOC (2-isopropyl-1-((2-methoxyethoxy)methyl)-1H-imidazole), [Li]CCCC (n-BuLi), C[Sn](C)(C)Cl (trimethyltin chloride). The solvent is CCOC(=O)C (EtOAc), C1CCOC1 (THF). Run at temperature 0 celsius, time 10 minute. Product: C(C)(C)C=1N(C(=CN1)[Sn](C)(C)C)COCCOC (2-isopropyl-1-((2-methoxyethoxy)methyl)-5-(trimethylstannyl)-1H-imidazole). Isolated yield 94.4%. As a reaction SMILES: [CH:1]([C:4]1[N:5]([CH2:9][O:10][CH2:11][CH2:12][O:13][CH3:14])[CH:6]=[CH:7][N:8]=1)([CH3:3])[CH3:2].[Li]CCCC.[CH3:20][Sn:21](Cl)([CH3:23])[CH3:22]>C1COCC1.CCOC(C)=O>[CH:1]([C:4]1[N:5]([CH2:9][O:10][CH2:11][CH2:12][O:13][CH3:14])[C:6]([Sn:21]([CH3:23])([CH3:22])[CH3:20])=[CH:7][N:8]=1)([CH3:3])[CH3:2]. Procedure: A −78° C. solution of 2-isopropyl-1-((2-methoxyethoxy)methyl)-1H-imidazole (1.50 g, 7.57 mmol) in THF (30 mL) was treated drop-wise with n-BuLi (2.5N, 4.24 mL, 10.59 mmol), stirred for 10 min, then warmed to 0° C. for 45 min. The solution was re-cooled to −78° C., treated drop-wise, with trimethyltin chloride (1.0 N, 7.19 mL, 7.19 mmol), over 5 min, warmed to RT and stirred overnight. The mixture was diluted with EtOAc, washed with brine, dried over Na2SO4 and concentrated to dryness to afford 2...